From a dataset of the Open Reaction Database (ORD), a public repository of structured organic reaction records. describe an organic reaction: reactants, conditions, products, and yield The reactants are BrC1=NC(=CC=C1)C=1C=NSC1 (2-Bromo-6-(isothiazol-4-yl)pyridine), C(CCC)[Sn](C1=CN=C2N1C=CC(=N2)C(F)(F)F)(CCCC)CCCC (3-tributylstannyl-7-trifluoromethylimidazo[1,2-α]pyrimidine). The product is S1N=CC(=C1)C1=CC=CC(=N1)C1=CN=C2N1C=CC(=N2)C(F)(F)F (3-[6-(isothiazol-4-yl)pyridin-2-yl]-7-trifluoromethylimidazo[1,2-α]pyrimidine). Yield: 33.1%. As a reaction SMILES: Br[C:2]1[CH:7]=[CH:6][CH:5]=[C:4]([C:8]2[CH:9]=[N:10][S:11][CH:12]=2)[N:3]=1.C([Sn](CCCC)(CCCC)[C:18]1[N:22]2[CH:23]=[CH:24][C:25]([C:27]([F:30])([F:29])[F:28])=[N:26][C:21]2=[N:20][CH:19]=1)CCC>>[S:11]1[CH:12]=[C:8]([C:4]2[N:3]=[C:2]([C:18]3[N:22]4[CH:23]=[CH:24][C:25]([C:27]([F:28])([F:29])[F:30])=[N:26][C:21]4=[N:20][CH:19]=3)[CH:7]=[CH:6][CH:5]=2)[CH:9]=[N:10]1. Reported procedure: 2-Bromo-6-(isothiazol-4-yl)pyridine (0.27 g, 1.13 mmol) was coupled to 3-tributylstannyl-7-trifluoromethylimidazo[1,2-α]pyrimidine (1.13 mmol) by the method of Example 1. Purification by chromatography on silica gel eluting with isohexane on a gradient of ethyl acetate (20-80%) and trituration with isohexane gave 3-[6-(isothiazol-4-yl)pyridin-2-yl]-7-trifluoromethylimidazo[1,2-α]pyrimidine (130 mg) as a pale yellow solid: δH (400 MHz, CDCl3) 7.41 (1H, d, J 7), 7.62 (1H, d, J 8), 7.78 (1H, d, J 8... Procedure: 500 mg (1.81 mmol) of 4-chloro-N-(3-nitrophenyl)benzamide was dissolved in 50 mL of anhydrous ethanol. When dissolution was complete, 0.3 mL (3.62 mmol) of concentrated HCl and 1 g (5.43 mmol) of SnCl2 were added. The reaction mixture was then heated to 60° C. for 5 hours, monitoring the formation of the anticipated product by TLC using a petroleum ether/AcOEt (1/2, v/v) mixture as the eluent. When the reaction had finished, a saturated solution of NaHCO3 was added to the reaction medium. After ... Reaction SMILES: Cl[C:2]1[CH:19]=[CH:18][C:5]([C:6]([NH:8][C:9]2[CH:14]=[CH:13][CH:12]=[C:11]([N+:15]([O-])=O)[CH:10]=2)=[O:7])=[CH:4][CH:3]=1.Cl.Cl[Sn]Cl>C(O)C>[NH2:15][C:11]1[CH:10]=[C:9]([NH:8][C:6]([C:5]2[CH:18]=[CH:19][C:2]([C:2]3[CH:19]=[CH:18][CH:5]=[CH:4][CH:3]=3)=[CH:3][CH:4]=2)=[O:7])[CH:14]=[CH:13][CH:12]=1. Starting materials: Cl (HCl), Cl[Sn]Cl (SnCl2), ClC1=CC=C(C(=O)NC2=CC(=CC=C2)[N+](=O)[O-])C=C1 (4-chloro-N-(3-nitrophenyl)benzamide). Reaction conditions: temperature 60 celsius. Solvent: C(C)O (ethanol). The product is NC=1C=C(C=CC1)NC(=O)C1=CC=C(C=C1)C1=CC=CC=C1 (N-(3-aminophenyl)biphenyl-4-carboxamide). Starting materials: COc1ccc(P2(=S)SP(=S)(c3ccc(OC)cc3)S2)cc1, Cc1ccccc1, O=C(Nc1ccc2ncccc2c1)C(=O)c1cn(Cc2ccc(Cl)cc2)c2ccccc12. Yields the product O=C(Nc1ccc2ncccc2c1)C(=S)c1cn(Cc2ccc(Cl)cc2)c2ccccc12. RXN SMILES: [CH3:1][O:2][c:3]1[cH:4][cH:5][c:6]([P:7]2(=[S:8])[S:9][P:11](=[S:12])([c:13]3[cH:14][cH:15][c:16]([O:17][CH3:18])[cH:19][cH:20]3)[S:10]2)[cH:21][cH:22]1.[CH3:55][c:56]1[cH:57][cH:58][cH:59][cH:60][cH:61]1.[Cl:23][c:24]1[cH:25][cH:26][c:27]([CH2:28][n:29]2[cH:30][c:31]([C:38]([C:39](=[O:40])[NH:41][c:42]3[cH:43][c:44]4[cH:45][cH:46][cH:47][n:48][c:49]4[cH:50][cH:51]3)=[O:52])[c:32]3[cH:33][cH:34][cH:35][cH:36][c:37]23)[cH:53][cH:54]1>>[S:10]=[C:38]([c:31]1[cH:30][n:29]([CH2:28][c:27]2[cH:26][cH:25][c:24]([Cl:23])[cH:54][cH:53]2)[c:37]2[c:32]1[cH:33][cH:34][cH:35][cH:36]2)[C:39](=[O:40])[NH:41][c:42]1[cH:43][c:44]2[cH:45][cH:46][cH:47][n:48][c:49]2[cH:50][cH:51]1. Starting materials: CNc1cc(C)ccc1C(C)=O, CC(=O)OC(C)=O, O=CO, [Na+], [OH-], O. Yields the product CC(=O)c1ccc(C)cc1N(C)C=O. Reaction SMILES: [CH3:11][c:12]1[cH:13][c:14]([NH:21][CH3:22])[c:15]([C:18]([CH3:19])=[O:20])[cH:16][cH:17]1.[CH3:1][C:2]([O:3][C:4](=[O:5])[CH3:6])=[O:7].[CH:8](=[O:9])[OH:10].[Na+:24].[OH-:23].[OH2:25]>>[CH:8](=[O:10])[N:21]([c:14]1[cH:13][c:12]([CH3:11])[cH:17][cH:16][c:15]1[C:18]([CH3:19])=[O:20])[CH3:22].